From a dataset of the Open Reaction Database (ORD), a public repository of structured organic reaction records. describe an organic reaction: reactants, conditions, products, and yield Starting materials: Cl(=O)(=O)(=O)O (perchloric acid), C(C=C)(=O)OCCCCCCCCCCCC.CCCCCCCCCCCCC=C.CC(C)(C)OC(=O)CO/N=C(\C1=CSC(=N1)N)/C(=O)SC2=NC3=CC=CC=C3S2 (Lauryl acrylate tetradecene-1 BAEM). Run in C(C)(=O)O (acetic acid). The product is CC(C)(C)OC(=O)CO/N=C(\C1=CSC(=N1)N)/C(=O)SC2=NC3=CC=CC=C3S2 (BAEM). Yield: 52.4%. Reaction SMILES: Cl(O)(=O)(=O)=O.C(OCCCCCCCCCCCC)(=O)C=C.CCCCCCCCCCCCC=C.[CH3:37][C:38]([O:41][C:42]([CH2:44][O:45]/[N:46]=[C:47](/[C:54]([S:56][C:57]1[S:65][C:64]2[C:59](=[CH:60][CH:61]=[CH:62][CH:63]=2)[N:58]=1)=[O:55])\[C:48]1[N:52]=[C:51]([NH2:53])[S:50][CH:49]=1)=[O:43])([CH3:40])[CH3:39]>C(O)(=O)C>[CH3:40][C:38]([O:41][C:42]([CH2:44][O:45]/[N:46]=[C:47](/[C:54]([S:56][C:57]1[S:65][C:64]2[C:59](=[CH:60][CH:61]=[CH:62][CH:63]=2)[N:58]=1)=[O:55])\[C:48]1[N:52]=[C:51]([NH2:53])[S:50][CH:49]=1)=[O:43])([CH3:37])[CH3:39] |f:1.2.3|. Procedure: After the flask is weighed (total weight yield); 201 g.), 183.6 g. of the reaction mixture are stripped under reduced pressure (up to about 150° C. at 0.5-1mm. Hg.) to give 96.2 g. of oligomer which corresponds to a weight yield of 52.4%. Analysis of the unstripped reaction mix by vapor phase chromatography and titration of the stripped oligomer using a standard perchloric acid solution in acetic acid gives the following final composition: Lauryl acrylate: tetradecene-1: BAEM 70.3:25.2:4.5 by we... The reactants are O=C([O-])[O-], COCCOC, CCO, Cc1ccc(C(=O)NC2CC2)cc1-c1ccc2c(Cl)nncc2c1, [K+], [K+], Cc1ccc(B(O)O)cc1, c1ccc(P(c2ccccc2)(c2ccccc2)[Pd](P(c2ccccc2)(c2ccccc2)c2ccccc2)(P(c2ccccc2)(c2ccccc2)c2ccccc2)P(c2ccccc2)(c2ccccc2)c2ccccc2)cc1. Product: Cc1ccc(-c2nncc3cc(-c4cc(C(=O)NC5CC5)ccc4C)ccc23)cc1. RXN SMILES: [C:35](=[O:36])([O-:37])[O-:38].[CH3:41][O:42][CH2:43][CH2:44][O:45][CH3:46].[CH3:47][CH2:48][OH:49].[Cl:1][c:2]1[n:3][n:4][cH:5][c:6]2[cH:7][c:8](-[c:12]3[cH:13][c:14]([C:15](=[O:16])[NH:17][CH:18]4[CH2:19][CH2:20]4)[cH:21][cH:22][c:23]3[CH3:24])[cH:9][cH:10][c:11]12.[K+:39].[K+:40].[c:25]1([CH3:34])[cH:26][cH:27][c:28]([B:31]([OH:32])[OH:33])[cH:29][cH:30]1.[cH:50]1[cH:51][cH:52][c:53]([P:54]([Pd:55]([P:56]([c:57]2[cH:58][cH:59][cH:60][cH:61][cH:62]2)([c:63]2[cH:64][cH:65][cH:66][cH:67][cH:68]2)[c:69]2[cH:70][cH:71][cH:72][cH:73][cH:74]2)([P:75]([c:76]2[cH:77][cH:78][cH:79][cH:80][cH:81]2)([c:82]2[cH:83][cH:84][cH:85][cH:86][cH:87]2)[c:88]2[cH:89][cH:90][cH:91][cH:92][cH:93]2)[P:94]([c:95]2[cH:96][cH:97][cH:98][cH:99][cH:100]2)([c:101]2[cH:102][cH:103][cH:104][cH:105][cH:106]2)[c:107]2[cH:108][cH:109][cH:110][cH:111][cH:112]2)([c:113]2[cH:114][cH:115][cH:116][cH:117][cH:118]2)[c:119]2[cH:120][cH:121][cH:122][cH:123][cH:124]2)[cH:125][cH:126]1>>[c:2]1(-[c:28]2[cH:27][cH:26][c:25]([CH3:34])[cH:30][cH:29]2)[n:3][n:4][cH:5][c:6]2[cH:7][c:8](-[c:12]3[cH:13][c:14]([C:15](=[O:16])[NH:17][CH:18]4[CH2:19][CH2:20]4)[cH:21][cH:22][c:23]3[CH3:24])[cH:9][cH:10][c:11]12. Reactants: COC(/C(=C/C1=C(C=C(C(=C1)OCC1=CC=CC=C1)C)Br)/NC(=O)OCC1=CC=CC=C1)=O ((Z)-3-(5-benzyloxy-2-bromo-4-methylphenyl)-2-benzyloxycarbonylaminoacrylic acid methyl ester), C(C)(=O)[O-].[Cs+] (cesium acetate), N (ammonia). The reagents and catalysts are [Cu]I (copper (I) iodide). Solvent: CS(=O)C (dimethylsulfoxide). Conditions: temperature 90 celsius, time 5 hour. Product: COC(=O)C=1NC2=CC(=C(C=C2C1)OCC1=CC=CC=C1)C (5-Benzyloxy-6-methyl-1H-indole-2-carboxylic acid methyl ester). The yield is 63.1%. As a reaction SMILES: [CH3:1][O:2][C:3](=[O:33])/[C:4](/[NH:22]C(OCC1C=CC=CC=1)=O)=[CH:5]/[C:6]1[CH:11]=[C:10]([O:12][CH2:13][C:14]2[CH:19]=[CH:18][CH:17]=[CH:16][CH:15]=2)[C:9]([CH3:20])=[CH:8][C:7]=1Br.C([O-])(=O)C.[Cs+].N>CS(C)=O.[Cu]I>[CH3:1][O:2][C:3]([C:4]1[NH:22][C:7]2[C:6]([CH:5]=1)=[CH:11][C:10]([O:12][CH2:13][C:14]1[CH:19]=[CH:18][CH:17]=[CH:16][CH:15]=1)=[C:9]([CH3:20])[CH:8]=2)=[O:33] |f:1.2|. Procedure: To a solution of (Z)-3-(5-benzyloxy-2-bromo-4-methylphenyl)-2-benzyloxycarbonylaminoacrylic acid methyl ester (0.2 g) and copper (I) iodide (0.075 g) in dimethylsulfoxide (8 mL) was added cesium acetate (0.38 g) at room temperature and this mixture was stirred under argon atmosphere at 90° C. for 5 hours. To this reaction mixture was added aqueous ammonia solution (28%) and the precipitated solid was collected by filtration, and washed with water, dried under reduced pressure to give the title c...